From a dataset of the Open Reaction Database (ORD), a public repository of structured organic reaction records. describe an organic reaction: reactants, conditions, products, and yield Starting materials: CCO, COC(=O)c1ccnc(-c2cc([N+](=O)[O-])ccc2Cl)c1, Cl, Cl[Sn]Cl. Product: COC(=O)c1ccnc(-c2cc(N)ccc2Cl)c1. Reaction SMILES: [CH3:25][CH2:26][OH:27].[Cl:1][c:2]1[c:3](-[c:11]2[cH:12][c:13]([C:14](=[O:15])[O:16][CH3:17])[cH:18][cH:19][n:20]2)[cH:4][c:5]([N+:8]([O-:9])=[O:10])[cH:6][cH:7]1.[ClH:24].[Sn:21]([Cl:22])[Cl:23]>>[Cl:1][c:2]1[c:3](-[c:11]2[cH:12][c:13]([C:14](=[O:15])[O:16][CH3:17])[cH:18][cH:19][n:20]2)[cH:4][c:5]([NH2:8])[cH:6][cH:7]1. Reactants: ClC1=C(C=CC(=C1)Cl)C(CN1N=C(C=C1C(=O)OCC)C(=O)OCC)=O (Diethyl 1-[2-(2,4-dichlorophenyl)-2-oxoethyl]-1H-pyrazole-3,5-dicarboxylate), ice water, C([O-])([O-])=O.[Na+].[Na+] (sodium carbonate), C(C)(=O)[O-].[NH4+] (ammonium acetate). The solvent is C(C)(=O)O (acetic acid). Yields the product ClC1=C(C=CC(=C1)Cl)C=1NC(C=2N(C1)N=C(C2)C(=O)OCC)=O (Ethyl 6-(2,4-dichlorophenyl)-4-oxo-4,5-dihydropyrazolo[1,5-a]pyrazine-2-carboxylate). As a reaction SMILES: [Cl:1][C:2]1[CH:7]=[C:6]([Cl:8])[CH:5]=[CH:4][C:3]=1[C:9](=O)[CH2:10][N:11]1[C:15]([C:16](OCC)=[O:17])=[CH:14][C:13]([C:21]([O:23][CH2:24][CH3:25])=[O:22])=[N:12]1.C([O-])(=O)C.[NH4+:31].C(=O)([O-])[O-].[Na+].[Na+]>C(O)(=O)C>[Cl:1][C:2]1[CH:7]=[C:6]([Cl:8])[CH:5]=[CH:4][C:3]=1[C:9]1[NH:31][C:16](=[O:17])[C:15]2[N:11]([N:12]=[C:13]([C:21]([O:23][CH2:24][CH3:25])=[O:22])[CH:14]=2)[CH:10]=1 |f:1.2,3.4.5|. Procedure details: 9.5 g (23.7 mmol) of diethyl 1-[2-(2,4-dichlorophenyl)-2-oxoethyl]-1H-pyrazole-3,5-dicarboxylate (Example 10A) were dissolved in 300 ml of glacial acetic acid, and 18.3 g (237 mmol) of ammonium acetate were added. The mixture was stirred at reflux for 12 h. The reaction mixture was poured into ice-water and neutralized with sodium carbonate. The precipitate was filtered off and dried under high vacuum. This gave 6.86 g (82% of theory) of the product as a solid. Starting materials: BrC1=CC=C(C=N1)C(=O)N1CCN(CC1)C1=NC=C(C=C1C)C1CC1 ((6-bromopyridin-3-yl)[4-(5-cyclopropyl-3-methylpyridin-2-yl)piperazin-1-yl]methanone), C[C@H]1NC(OC1)=O ((R)-4-methyloxazolidin-2-one). Product: C1(CC1)C=1C=C(C(=NC1)N1CCN(CC1)C(=O)C=1C=CC(=NC1)N1C(OC[C@H]1C)=O)C ((R)-3-{5-[4-(5-cyclopropyl-3-methylpyridin-2-yl)piperazine-1-carbonyl]pyridin-2-yl}-4-methyloxazolidin-2-one). Isolated yield 71.5%. Reaction SMILES: Br[C:2]1[N:7]=[CH:6][C:5]([C:8]([N:10]2[CH2:15][CH2:14][N:13]([C:16]3[C:21]([CH3:22])=[CH:20][C:19]([CH:23]4[CH2:25][CH2:24]4)=[CH:18][N:17]=3)[CH2:12][CH2:11]2)=[O:9])=[CH:4][CH:3]=1.[CH3:26][C@@H:27]1[CH2:31][O:30][C:29](=[O:32])[NH:28]1>>[CH:23]1([C:19]2[CH:20]=[C:21]([CH3:22])[C:16]([N:13]3[CH2:14][CH2:15][N:10]([C:8]([C:5]4[CH:4]=[CH:3][C:2]([N:28]5[C@H:27]([CH3:26])[CH2:31][O:30][C:29]5=[O:32])=[N:7][CH:6]=4)=[O:9])[CH2:11][CH2:12]3)=[N:17][CH:18]=2)[CH2:25][CH2:24]1. Reported procedure: By reaction and treatment in the same manner as in Example 1 and using (6-bromopyridin-3-yl)[4-(5-cyclopropyl-3-methylpyridin-2-yl)piperazin-1-yl]methanone (525 mg) described in Preparation Example 106 and (R)-4-methyloxazolidin-2-one (212 mg) described in Preparation Example 25, the title compound (394 mg) was obtained.